From a dataset of the Open Reaction Database (ORD), a public repository of structured organic reaction records. describe an organic reaction: reactants, conditions, products, and yield Starting materials: BrC=1C=NC=2N(C1)N=C(C2)C(=O)O (6-bromo-pyrazolo[1,5-a]pyrimidine-2-carboxylic acid), CC1NCCC2=CC=C(C=C12)C=1N=NNN1 (1-Methyl-7-(2H-tetrazol-5-yl)-1,2,3,4-tetrahydro-isoquinoline). The product is BrC=1C=NC=2N(C1)N=C(C2)C(=O)N2C(C1=CC(=CC=C1CC2)C=2N=NNN2)C ((6-Bromo-pyrazolo[1,5-a]pyrimidin-2-yl)-[1-methyl-7-(2H-tetrazol-5-yl)-3,4-dihydro-1H-isoquinolin-2-yl]-methanone). Reaction SMILES: [Br:1][C:2]1[CH:3]=[N:4][C:5]2[N:6]([N:8]=[C:9]([C:11]([OH:13])=O)[CH:10]=2)[CH:7]=1.[CH3:14][CH:15]1[C:24]2[C:19](=[CH:20][CH:21]=[C:22]([C:25]3[N:26]=[N:27][NH:28][N:29]=3)[CH:23]=2)[CH2:18][CH2:17][NH:16]1>>[Br:1][C:2]1[CH:3]=[N:4][C:5]2[N:6]([N:8]=[C:9]([C:11]([N:16]3[CH2:17][CH2:18][C:19]4[C:24](=[CH:23][C:22]([C:25]5[N:26]=[N:27][NH:28][N:29]=5)=[CH:21][CH:20]=4)[CH:15]3[CH3:14])=[O:13])[CH:10]=2)[CH:7]=1. Procedure: In close analogy to the procedure described in Example 1, 6-bromo-pyrazolo[1,5-a]pyrimidine-2-carboxylic acid is reacted with 1-Methyl-7-(2H-tetrazol-5-yl)-1,2,3,4-tetrahydro-isoquinoline to provide the title compound in moderate yield.